Dataset: the Open Reaction Database (ORD), a public repository of structured organic reaction records. Task: describe an organic reaction: reactants, conditions, products, and yield Reactants: FC1=NC=CC=C1 (2-fluoropyridine), C(C)(C)NC(C)C (diisopropylamine), C(CCC)[Li] (n-butyllithium), C1=CC=CC=2C3C4=CC=CC=C4C(C12)(C3)CN3CCC(CC3)=O (1-(9,10-dihydro-9,10-methanoanthracen-9-ylmethyl)-4- piperidinone), [Br-].[Li+] (lithium bromide). Solvent: O1CCCC1 (tetrahydrofuran), O1CCCC1.CCCCCC (tetrahydrofuran hexane), O1CCCC1 (tetrahydrofuran). Run at temperature -20 celsius. The product is C1=CC=CC=2C3C4=CC=CC=C4C(C12)(C3)CN3CCC(CC3)(O)C=3C(=NC=CC3)F (1-(9,10-Dihydro-9,10-methanoanthracen-9-ylmethyl)-4-(2-fluoro-3-pyridyl)-piperidin-4-ol). Isolated yield 77.4%. Reaction SMILES: C(NC(C)C)(C)C.C([Li])CCC.[F:13][C:14]1[CH:19]=[CH:18][CH:17]=[CH:16][N:15]=1.[CH:20]1[C:33]2[C:32]3([CH2:35][N:36]4[CH2:41][CH2:40][C:39](=[O:42])[CH2:38][CH2:37]4)[CH2:34][CH:25]([C:26]4[C:31]3=[CH:30][CH:29]=[CH:28][CH:27]=4)[C:24]=2[CH:23]=[CH:22][CH:21]=1.[Br-].[Li+]>O1CCCC1.CCCCCC.O1CCCC1>[CH:30]1[C:31]2[C:32]3([CH2:35][N:36]4[CH2:41][CH2:40][C:39]([C:19]5[C:14]([F:13])=[N:15][CH:16]=[CH:17][CH:18]=5)([OH:42])[CH2:38][CH2:37]4)[CH2:34][CH:25]([C:24]4[C:33]3=[CH:20][CH:21]=[CH:22][CH:23]=4)[C:26]=2[CH:27]=[CH:28][CH:29]=1 |f:4.5,6.7|. Reported procedure: To a cooled solution (-72° C.) of distilled diisopropylamine (7.86 mL, 56.1 mmol, 1.3 eq) in tetrahydrofuran/hexane (57 mL/37 mL) under nitrogen was added n-butyllithium (2.5M in hexane, 23.8 mL, 59.4 mmol, 1.4 eq). The resulting solution was warmed to -20° C. to assure deprotenation and then recooled to -72° C. A tetrahydrofuran (13 mL) solution of 2-fluoropyridine (4.50 mL, 53.5 mmol, 1.25 eq) was then added dropwise resulting in a yellow precipitate. The deprotenation reaction was warmed to -... The reactants are CC1=C(C(=O)C2=CC=CC=C2)C=C(C(=C1)C)C (2,4,5-trimethylbenzophenone), II (iodine), ClCl (chlorine). Run in ClC=C(Cl)Cl (trichloroethylene). Run at time 5 hour. Product: ClC=1C(=C(C(=O)C2=CC=CC=C2)C=C(C1C)C)C (3-chloro-2,4,5-trimethylbenzophenone). Isolated yield 67.2%. Reaction SMILES: [CH3:1][C:2]1[CH:15]=[C:14]([CH3:16])[C:13]([CH3:17])=[CH:12][C:3]=1[C:4]([C:6]1[CH:11]=[CH:10][CH:9]=[CH:8][CH:7]=1)=[O:5].II.[Cl:20]Cl>ClC=C(Cl)Cl>[Cl:20][C:15]1[C:2]([CH3:1])=[C:3]([CH:12]=[C:13]([CH3:17])[C:14]=1[CH3:16])[C:4]([C:6]1[CH:11]=[CH:10][CH:9]=[CH:8][CH:7]=1)=[O:5]. Reported procedure: 33.6 parts of 2,4,5-trimethylbenzophenone and 0.1 part of iodine are dissolved in 150 parts of trichloroethylene. 19.2 parts of chlorine is passed into this solution at 0° to 5°C over a period of 3 hours. The mixture is stirred for another 5 hours at ambient temperature and then distilled at subatmospheric pressure. 26 parts (67.2% of theory) of 3-chloro-2,4,5-trimethylbenzophenone is obtained at 155° to 165°C at 0.1 mmHg. Reactants: Cl.CC1=NNC2=C(N1)C=NC=C2 (3-methyl-1,4-dihydropyrido[3,4-e]-as-triazine hydrochloride), C(CCCCCCCCC)(=O)Cl (caprinic acid chloride). Yields the product Cl.C(CCCCCCCCC)(=O)N1N=C(NC2=C1C=CN=C2)C (1-caprinoyl-3-methyl-1,4-dihydropyrido[3,4-e]-as-triazine hydrochloride). Yield: 62.7%. Reaction SMILES: Cl.[CH3:2][C:3]1[NH:8][C:7]2[CH:9]=[N:10][CH:11]=[CH:12][C:6]=2[NH:5][N:4]=1.[C:13]([Cl:24])(=[O:23])[CH2:14][CH2:15][CH2:16][CH2:17][CH2:18][CH2:19][CH2:20][CH2:21][CH3:22]>>[ClH:24].[C:13]([N:5]1[C:6]2[CH:12]=[CH:11][N:10]=[CH:9][C:7]=2[NH:8][C:3]([CH3:2])=[N:4]1)(=[O:23])[CH2:14][CH2:15][CH2:16][CH2:17][CH2:18][CH2:19][CH2:20][CH2:21][CH3:22] |f:0.1,3.4|. Procedure details: 3.7 g (0.02 moles) of 3-methyl-1,4-dihydropyrido[3,4-e]-as-triazine hydrochloride are reacted with an excess of caprinic acid chloride as described in Example 2, to obtain 1-caprinoyl-3-methyl-1,4-dihydropyrido[3,4-e]-as-triazine hydrochloride with a yield of 62.7%; m.p.: 237°-238° C. Reactants: C1(CCC1)N (Cyclobutylamine), COC(=O)C=1C=C(C2=C(S(CC3=C(O2)C(=CC(=C3)NC(CCl)=O)Cl)(=O)=O)C1)C (4-Chloro-2-(2-chloro-acetylamino)-6-methyl-10,10-dioxo-10,11-dihydro-5-oxa-10lambda*6*-thia-dibenzo[a,d]cycloheptene-8-carboxylic acid methyl ester). Run in CN(C)C=O (DMF). Reaction conditions: temperature 120 celsius, time 4 hour. Yields the product COC(=O)C=1C=C(C2=C(S(CC3=C(O2)C(=CC(=C3)NC(CNC3CCC3)=O)Cl)(=O)=O)C1)C (4-Chloro-2-(2-cyclobutylamino-acetylamino)-6-methyl-10,10-dioxo-10,11-dihydro-5-oxa-10lambda*6*-thia-dibenzo[a,d]cycloheptene-8-carboxylic acid methyl ester). Reaction SMILES: [CH:1]1([NH2:5])[CH2:4][CH2:3][CH2:2]1.[CH3:6][O:7][C:8]([C:10]1[CH:11]=[C:12]([CH3:33])[C:13]2[O:19][C:18]3[C:20]([Cl:29])=[CH:21][C:22]([NH:24][C:25](=[O:28])[CH2:26]Cl)=[CH:23][C:17]=3[CH2:16][S:15](=[O:31])(=[O:30])[C:14]=2[CH:32]=1)=[O:9]>CN(C=O)C>[CH3:6][O:7][C:8]([C:10]1[CH:11]=[C:12]([CH3:33])[C:13]2[O:19][C:18]3[C:20]([Cl:29])=[CH:21][C:22]([NH:24][C:25](=[O:28])[CH2:26][NH:5][CH:1]4[CH2:4][CH2:3][CH2:2]4)=[CH:23][C:17]=3[CH2:16][S:15](=[O:31])(=[O:30])[C:14]=2[CH:32]=1)=[O:9]. Procedure: Cyclobutylamine (0.192 g, 2.7 mmol) was added to a solution of Example 133 (0.600 g, 1.3 mmol) in DMF (1 mL). The reaction mixture was stirred at 120° C. for 4 h, concentrated, treated with water and the solid that precipitated was filtered, washed with water and purified using flash chromatography (silica gel, 3-4% methanol/chloroform) to obtain the title compound. Yield: 0.450 g, (66.6%); 1H NMR (CDCl3-d6): δ 1.80 (m, 6H, 3CH2), 1.94 (t, 3H, CH3), 2.2 (t, 1H, CH), 2.9 (s, 3H, CH3), 3.3 (s, 2H,... Reactants: COC(=O)Cc1ccccc1OCc1ccc(OCCc2nc(-c3ccccc3)oc2C)cc1, CO, Cl, [Na+], C1CCOC1, [OH-], O. Product: Cc1oc(-c2ccccc2)nc1CCOc1ccc(COc2ccccc2CC(=O)O)cc1. RXN SMILES: [CH3:1][c:2]1[c:3]([CH2:13][CH2:14][O:15][c:16]2[cH:17][cH:18][c:19]([CH2:20][O:21][c:22]3[c:23]([CH2:28][C:29](=[O:30])[O:31][CH3:32])[cH:24][cH:25][cH:26][cH:27]3)[cH:33][cH:34]2)[n:4][c:5](-[c:7]2[cH:8][cH:9][cH:10][cH:11][cH:12]2)[o:6]1.[CH3:44][OH:45].[ClH:42].[Na+:41].[O:35]1[CH2:36][CH2:37][CH2:38][CH2:39]1.[OH-:40].[OH2:43]>>[CH3:1][c:2]1[c:3]([CH2:13][CH2:14][O:15][c:16]2[cH:17][cH:18][c:19]([CH2:20][O:21][c:22]3[c:23]([CH2:28][C:29](=[O:30])[OH:31])[cH:24][cH:25][cH:26][cH:27]3)[cH:33][cH:34]2)[n:4][c:5](-[c:7]2[cH:8][cH:9][cH:10][cH:11][cH:12]2)[o:6]1.